describe an organic reaction: reactants, conditions, products, and yield From a dataset of the Open Reaction Database (ORD), a public repository of structured organic reaction records. The reactants are CC(C)(C)OC(=O)N1CCC(F)(C(=O)c2ccc(F)cc2)CC1, ClCCl, [Na+], O=C([O-])O, O=C(O)C(F)(F)F. The product is O=C(c1ccc(F)cc1)C1(F)CCNCC1. RXN SMILES: [C:1]([O:2][C:3](=[O:4])[N:8]1[CH2:9][CH2:10][C:11]([C:14]([c:15]2[cH:16][cH:17][c:18]([F:21])[cH:19][cH:20]2)=[O:22])([F:23])[CH2:12][CH2:13]1)([CH3:5])([CH3:6])[CH3:7].[Cl:36][CH2:37][Cl:38].[Na+:35].[O-:31][C:32]([OH:33])=[O:34].[OH:24][C:25]([C:26]([F:27])([F:28])[F:29])=[O:30]>>[NH:8]1[CH2:9][CH2:10][C:11]([C:14]([c:15]2[cH:16][cH:17][c:18]([F:21])[cH:19][cH:20]2)=[O:22])([F:23])[CH2:12][CH2:13]1. Reactants: [Al+3], [H-], [H-], [H-], [H-], [Li+], [Na+], C1CCOC1, [OH-], O, COCOc1cc(O)cc(C(=O)OC)c1. Yields the product COCOc1cc(O)cc(CO)c1. Reaction SMILES: [Al+3:3].[H-:1].[H-:4].[H-:5].[H-:6].[Li+:2].[Na+:24].[O:25]1[CH2:26][CH2:27][CH2:28][CH2:29]1.[OH-:23].[OH2:22].[OH:7][c:8]1[cH:9][c:10]([C:11](=[O:12])[O:13][CH3:14])[cH:15][c:16]([O:18][CH2:19][O:20][CH3:21])[cH:17]1>>[OH:7][c:8]1[cH:9][c:10]([CH2:11][OH:12])[cH:15][c:16]([O:18][CH2:19][O:20][CH3:21])[cH:17]1. The reactants are CO (MeOH), CCN(C(C)C)C(C)C (DIEA), C1(CC1)S(=O)(=O)Cl (cyclopropanesulfonyl chloride), CC1CC(CC1C1=CN=C2N1C1=C(N=C2)N(C=C1)COCC[Si](C)(C)C)N (3-methyl-4-(3-((2-(trimethylsilyl)ethoxy)methyl)-3H-imidazo[1,2-a]pyrrolo[2,3-e]pyrazin-8-yl)cyclopentanamine), CCN(C(C)C)C(C)C (DIEA), C1(CC1)S(=O)(=O)Cl (cyclopropanesulfonyl chloride). Run in C(Cl)Cl (DCM), C(Cl)Cl (DCM). Conditions: time 1 hour. Product: CC1CC(CC1C1=CN=C2N1C1=C(N=C2)N(C=C1)COCC[Si](C)(C)C)NS(=O)(=O)C1CC1 (N-(3-methyl-4-(3-((2-(trimethylsilyl)ethoxy)methyl)-3H-imidazo[1,2-a]pyrrolo[2,3-e]pyrazin-8-yl)cyclopentyl)cyclopropanesulfonamide). Yield: 52.5%. RXN SMILES: [CH3:1][CH:2]1[CH:6]([C:7]2[N:11]3[C:12]4[CH:18]=[CH:17][N:16]([CH2:19][O:20][CH2:21][CH2:22][Si:23]([CH3:26])([CH3:25])[CH3:24])[C:13]=4[N:14]=[CH:15][C:10]3=[N:9][CH:8]=2)[CH2:5][CH:4]([NH2:27])[CH2:3]1.CCN(C(C)C)C(C)C.[CH:37]1([S:40](Cl)(=[O:42])=[O:41])[CH2:39][CH2:38]1.CO>C(Cl)Cl>[CH3:1][CH:2]1[CH:6]([C:7]2[N:11]3[C:12]4[CH:18]=[CH:17][N:16]([CH2:19][O:20][CH2:21][CH2:22][Si:23]([CH3:26])([CH3:25])[CH3:24])[C:13]=4[N:14]=[CH:15][C:10]3=[N:9][CH:8]=2)[CH2:5][CH:4]([NH:27][S:40]([CH:37]2[CH2:39][CH2:38]2)(=[O:42])=[O:41])[CH2:3]1. Reported procedure: To a solution of 3-methyl-4-(3-((2-(trimethylsilyl)ethoxy)methyl)-3H-imidazo[1,2-a]pyrrolo[2,3-e]pyrazin-8-yl)cyclopentanamine (0.27 g, 0.7 mmol) and DIEA (0.18 mL, 1.05 mmol) in DCM (5 mL) was added cyclopropanesulfonyl chloride (0.098 g, 0.7 mmol) drop-wise. The resulting mixture was stirred at ambient temperature for about 1 h. Another 0.18 mL of DIEA and 0.098 g of cyclopropanesulfonyl chloride were added and the reaction was continued for about 3 h. The solvent was removed and the residue w... As a reaction SMILES: [CH3:24][CH2:25][CH2:26][CH2:27][N+:28]([CH2:29][CH2:30][CH2:31][CH3:32])([CH2:33][CH2:34][CH2:35][CH3:36])[CH2:37][CH2:38][CH2:39][CH3:40].[CH:14](=[CH2:15])[Si:16]([O:17][CH3:18])([O:19][CH3:20])[O:21][CH3:22].[CH:6](=[O:7])[c:8]1[cH:9][cH:10][cH:11][cH:12][cH:13]1.[F-:23].[Fe+2:77].[O:1]=[CH:2][N:3]([CH3:4])[CH3:5].[OH2:78].[cH:41]1[cH:42][cH:43][c:44]([P:45]([c:46]2[cH:47][cH:48][cH:49][cH:50][cH:51]2)[c-:52]2[cH:53][cH:54][cH:55][cH:56]2)[cH:57][cH:58]1.[cH:59]1[cH:60][cH:61][c:62]([P:63]([c:64]2[cH:65][cH:66][cH:67][cH:68][cH:69]2)[c-:70]2[cH:71][cH:72][cH:73][cH:74]2)[cH:75][cH:76]1>>[CH:6]([OH:7])([c:8]1[cH:9][cH:10][cH:11][cH:12][cH:13]1)[CH:14]=[CH2:15]. Starting materials: CCCC[N+](CCCC)(CCCC)CCCC, C=C[Si](OC)(OC)OC, O=Cc1ccccc1, [F-], [Fe+2], CN(C)C=O, O, c1ccc(P(c2ccccc2)[c-]2cccc2)cc1, c1ccc(P(c2ccccc2)[c-]2cccc2)cc1. The product is C=CC(O)c1ccccc1.